The task is: describe an organic reaction: reactants, conditions, products, and yield. This data is from the Open Reaction Database (ORD), a public repository of structured organic reaction records. Reactants: solution, C(C)#N (acetonitrile), C(C)(C)(C)C=1C=C(C=C(C1O)C(C)(C)C)SC[C@@H]1C[C@H](CC(O1)=O)O ((4R,6S)-6-[[(3,5-di-tert-butyl-4-hydroxyphenyl)thio]methyl]-4-hydroxytetrahydropyrane-2-one), [OH-].[Li+] (lithium hydroxide), solution, C(CC(O)(C(=O)O)CC(=O)O)(=O)O (citric acid). Run at temperature -20 celsius. Yields the product C(C)(C)(C)C=1C=C(C=C(C1O)C(C)(C)C)SC[C@H](C[C@H](CC(=O)O)O)O ((3R,5S)-6-[(3,5-di-tert-butyl-4-hydroxyphenyl)thio]-3,5-dihydroxyhexanoic acid). As a reaction SMILES: C(#N)C.[C:4]([C:8]1[CH:9]=[C:10]([S:19][CH2:20][C@H:21]2[O:26][C:25](=[O:27])[CH2:24][C@H:23]([OH:28])[CH2:22]2)[CH:11]=[C:12]([C:15]([CH3:18])([CH3:17])[CH3:16])[C:13]=1[OH:14])([CH3:7])([CH3:6])[CH3:5].[OH-].[Li+].C(O)(=O)CC(CC(O)=O)(C(O)=O)[OH:34]>>[C:15]([C:12]1[CH:11]=[C:10]([S:19][CH2:20][C@@H:21]([OH:34])[CH2:22][C@@H:23]([OH:28])[CH2:24][C:25]([OH:26])=[O:27])[CH:9]=[C:8]([C:4]([CH3:7])([CH3:5])[CH3:6])[C:13]=1[OH:14])([CH3:16])([CH3:18])[CH3:17] |f:2.3|. Procedure: To 1.6 ml of a solution of acetonitrile containing 150 mg (0.409 mmol) of (4R,6S)-6-[[(3,5-di-tert-butyl-4-hydroxyphenyl)thio]methyl]-4-hydroxytetrahydropyrane-2-one was added 0.98 ml of 1N lithium hydroxide with stirring in an atmosphere of argon at -20° C. After 30 minutes thereto was added 3.9 ml of 0.1 M solution of citric acid, and an organic solvent was distilled away under reduced pressure at a temperature not more than 25° C. In ether was dissolved the residue and the mixture was washed ... Reactants: ClCCl, CC(C)(C)OC(=O)N1CCC(Oc2cccc3ccc(-c4cnc5cc(-c6cccnc6)ccn45)nc23)C(F)C1, O=C(O)C(F)(F)F, O. The product is FC1CNCCC1Oc1cccc2ccc(-c3cnc4cc(-c5cccnc5)ccn34)nc12. RXN SMILES: [Cl:48][CH2:49][Cl:50].[F:1][CH:2]1[CH2:3][N:4]([C:34]([O:35][C:36]([CH3:37])([CH3:38])[CH3:39])=[O:40])[CH2:5][CH2:6][CH:7]1[O:8][c:9]1[cH:10][cH:11][cH:12][c:13]2[cH:14][cH:15][c:16](-[c:19]3[cH:20][n:21][c:22]4[n:23]3[cH:24][cH:25][c:26](-[c:28]3[cH:29][n:30][cH:31][cH:32][cH:33]3)[cH:27]4)[n:17][c:18]12.[F:41][C:42]([F:43])([F:44])[C:45]([OH:46])=[O:47].[OH2:51]>>[F:1][CH:2]1[CH2:3][NH:4][CH2:5][CH2:6][CH:7]1[O:8][c:9]1[cH:10][cH:11][cH:12][c:13]2[cH:14][cH:15][c:16](-[c:19]3[cH:20][n:21][c:22]4[n:23]3[cH:24][cH:25][c:26](-[c:28]3[cH:29][n:30][cH:31][cH:32][cH:33]3)[cH:27]4)[n:17][c:18]12. The reactants are CC=1NC2=CC=C(C=C2C1)N (2-methyl-1H-indol-5-ylamine), N1=CC=C(C=C1)CNC(=O)C1=CC2=NC=CC(=C2S1)Cl (7-chloro-thieno[3,2-b]pyridine-2-carboxylic acid (pyridin-4-ylmethyl)-amide). The product is N1=CC=C(C=C1)CNC(=O)C1=CC2=NC=CC(=C2S1)NC=1C=C2C=C(NC2=CC1)C (7-(2-Methyl-1H-indol-5-ylamino)-thieno[3,2-b]pyridine-2-carboxylic acid (pyridin-4-ylmethyl)-amide). RXN SMILES: [CH3:1][C:2]1[NH:3][C:4]2[C:9]([CH:10]=1)=[CH:8][C:7]([NH2:11])=[CH:6][CH:5]=2.[N:12]1[CH:17]=[CH:16][C:15]([CH2:18][NH:19][C:20]([C:22]2[S:30][C:29]3[C:24](=[N:25][CH:26]=[CH:27][C:28]=3Cl)[CH:23]=2)=[O:21])=[CH:14][CH:13]=1>>[N:12]1[CH:17]=[CH:16][C:15]([CH2:18][NH:19][C:20]([C:22]2[S:30][C:29]3[C:24](=[N:25][CH:26]=[CH:27][C:28]=3[NH:11][C:7]3[CH:8]=[C:9]4[C:4](=[CH:5][CH:6]=3)[NH:3][C:2]([CH3:1])=[CH:10]4)[CH:23]=2)=[O:21])=[CH:14][CH:13]=1. Procedure details: The title compound was prepared from 2-methyl-1H-indol-5-ylamine and 7-chloro-thieno[3,2-b]pyridine-2-carboxylic acid (pyridin-4-ylmethyl)-amide by a procedure analogous to Example 1C. MS: 414 (MH+), HPLC Rf: 3.97 min.; HPLC purity 94%. RXN SMILES: [N:1]1[CH:6]=[C:5]([CH:7]2[CH2:12][CH2:11][CH2:10][N:8]2[CH3:9])[CH:4]=[CH:3][CH:2]=1.[Br-].[Na+].Br.Br([O-])(=O)=[O:17].[Na+].BrBr.Cl>[Zn].C(O)(=O)C>[CH3:9][N:8]1[C:10](=[O:17])[CH2:11][CH2:12][C@H:7]1[C:5]1[CH:4]=[CH:3][CH:2]=[N:1][CH:6]=1 |f:1.2,4.5|. The solvent is C(C)(=O)O (acetic acid). The product is CN1[C@@H](CCC1=O)C=2C=CC=NC2 (cotinine). Procedure: The invention will be better understood by reference to the FIGURE which illustrates the invention by way of example. As shown in the FIGURE, nicotine together with an alkali metal bromide, e.g., sodium bromide or hydrogen bromide, and an alkali metal bromate, e.g., sodium bromate, was placed in an aqueous solution in a reactor and heated in the presence of an acid, e.g., hydrochloric and acetic acids. The red color produced in the reactor indicated the presence of elemental bromine. A red-orang... Reactants: alkali metal bromate, Br(=O)(=O)[O-].[Na+] (sodium bromate), N1=CC=CC(=C1)C1N(C)CCC1 (nicotine), Br (hydrogen bromide), Cl (hydrochloric acid), BrBr (bromine), acetic acids, alkali metal bromide, [Br-].[Na+] (sodium bromide). The reagents and catalysts are [Zn] (zinc). Starting materials: CC(=O)O, CCO, CCOC(C)=O, CNC(=O)c1c(-c2ccc(F)cc2)oc2cc([N+](=O)[O-])c(OS(=O)(=O)C(F)(F)F)cc12, [Fe]. Product: CNC(=O)c1c(-c2ccc(F)cc2)oc2cc(N)c(OS(=O)(=O)C(F)(F)F)cc12. Reaction SMILES: [C:35]([OH:36])(=[O:37])[CH3:38].[CH3:32][CH2:33][OH:34].[CH3:39][CH2:40][O:41][C:42]([CH3:43])=[O:44].[F:1][C:2]([S:3](=[O:4])(=[O:5])[O:6][c:7]1[c:8]([N+:27]([O-:28])=[O:29])[cH:9][c:10]2[c:11]([c:12]([C:22]([NH:23][CH3:24])=[O:25])[c:13](-[c:15]3[cH:16][cH:17][c:18]([F:21])[cH:19][cH:20]3)[o:14]2)[cH:26]1)([F:30])[F:31].[Fe:45]>>[F:1][C:2]([S:3](=[O:4])(=[O:5])[O:6][c:7]1[c:8]([NH2:27])[cH:9][c:10]2[c:11]([c:12]([C:22]([NH:23][CH3:24])=[O:25])[c:13](-[c:15]3[cH:16][cH:17][c:18]([F:21])[cH:19][cH:20]3)[o:14]2)[cH:26]1)([F:30])[F:31].